Dataset: the Open Reaction Database (ORD), a public repository of structured organic reaction records. Task: describe an organic reaction: reactants, conditions, products, and yield Starting materials: CS(=O)(=O)CCCCCCCCCCC(=O)O, CS(=O)(=O)O, OO. Yields the product CS(=O)(=O)CCCCCCCCCCC(=O)OO. RXN SMILES: [CH3:1][S:2](=[O:3])(=[O:4])[CH2:5][CH2:6][CH2:7][CH2:8][CH2:9][CH2:10][CH2:11][CH2:12][CH2:13][CH2:14][C:15](=[O:16])[OH:17].[CH3:20][S:21](=[O:22])(=[O:23])[OH:24].[OH:18][OH:19]>>[CH3:1][S:2](=[O:3])(=[O:4])[CH2:5][CH2:6][CH2:7][CH2:8][CH2:9][CH2:10][CH2:11][CH2:12][CH2:13][CH2:14][C:15](=[O:16])[O:17][OH:18]. Starting materials: CN1N=C2C(=CC(=CC2=C1)C)COCC1(CCN(CC1)C(=O)OC(C)(C)C)C1=CC=CC=C1 (tert-Butyl 4-(((2,5-dimethyl-2H-indazol-7-yl)methoxy)methyl)-4-phenylpiperidine-1-carboxylate). The solvent is FC(C(=O)O)(F)F (trifluoroacetic acid). Conditions: time 45 minute. The product is CN1N=C2C(=CC(=CC2=C1)C)COCC1(CCNCC1)C1=CC=CC=C1 (2,5-Dimethyl-7-(((4-phenylpiperidin-4-yl)methoxy)methyl)-2H-indazole). Reaction SMILES: [CH3:1][N:2]1[CH:10]=[C:9]2[C:4]([C:5]([CH2:12][O:13][CH2:14][C:15]3([C:28]4[CH:33]=[CH:32][CH:31]=[CH:30][CH:29]=4)[CH2:20][CH2:19][N:18](C(OC(C)(C)C)=O)[CH2:17][CH2:16]3)=[CH:6][C:7]([CH3:11])=[CH:8]2)=[N:3]1>FC(F)(F)C(O)=O>[CH3:1][N:2]1[CH:10]=[C:9]2[C:4]([C:5]([CH2:12][O:13][CH2:14][C:15]3([C:28]4[CH:29]=[CH:30][CH:31]=[CH:32][CH:33]=4)[CH2:16][CH2:17][NH:18][CH2:19][CH2:20]3)=[CH:6][C:7]([CH3:11])=[CH:8]2)=[N:3]1. Procedure details: tert-Butyl 4-(((2,5-dimethyl-2H-indazol-7-yl)methoxy)methyl)-4-phenylpiperidine-1-carboxylate (8 mg, 0.018 mmol) was dissolved in trifluoroacetic acid (25% in dichloromethane, 1.5 mL) and stirred at room temperature for 45 min. The reaction was concentrated, and loaded onto a strong cation exchange cartridge in methanol. The cartridge was flushed with several volumes of methanol which were discarded. The product was eluted with 2 M ammonia in methanol to give 6.8 mg (quant.) as a colorless film.... Starting materials: CC(=O)O[IH2](OC(C)=O)c1ccccc1, O=C(NCCCO)OCc1ccccc1, CC1(C)CCCC(C)(C)N1O, ClCCl. Yields the product O=CCCNC(=O)OCc1ccccc1. Reaction SMILES: [C:27]([O:28][IH2:29]([c:30]1[cH:31][cH:32][cH:33][cH:34][cH:35]1)[O:36][C:37](=[O:38])[CH3:39])(=[O:40])[CH3:41].[CH2:1]([c:2]1[cH:3][cH:4][cH:5][cH:6][cH:7]1)[O:8][C:9]([NH:10][CH2:11][CH2:12][CH2:13][OH:14])=[O:15].[CH3:16][C:17]1([CH3:26])[N:18]([O:19])[C:20]([CH3:21])([CH3:22])[CH2:23][CH2:24][CH2:25]1.[Cl:42][CH2:43][Cl:44]>>[CH2:1]([c:2]1[cH:3][cH:4][cH:5][cH:6][cH:7]1)[O:8][C:9]([NH:10][CH2:11][CH2:12][CH:13]=[O:14])=[O:15]. Starting materials: CCOC(=O)c1ccc(-c2cccc(C3=NCC(C)(C)c4ccc5c(c43)CC(C)(C)O5)c2)cc1, CCO, Cl, [Na+], [OH-]. The product is CC1(C)Cc2c(ccc3c2C(c2cccc(-c4ccc(C(=O)O)cc4)c2)=NCC3(C)C)O1. RXN SMILES: [CH2:3]([CH3:4])[O:5][C:6](=[O:7])[c:8]1[cH:9][cH:10][c:11](-[c:14]2[cH:15][c:16]([C:20]3=[N:21][CH2:22][C:23]([CH3:35])([CH3:36])[c:24]4[cH:25][cH:26][c:27]5[c:28]([c:29]43)[CH2:30][C:31]([CH3:33])([CH3:34])[O:32]5)[cH:17][cH:18][cH:19]2)[cH:12][cH:13]1.[CH3:38][CH2:39][OH:40].[ClH:37].[Na+:2].[OH-:1]>>[O:5]=[C:6]([OH:7])[c:8]1[cH:9][cH:10][c:11](-[c:14]2[cH:15][c:16]([C:20]3=[N:21][CH2:22][C:23]([CH3:35])([CH3:36])[c:24]4[cH:25][cH:26][c:27]5[c:28]([c:29]43)[CH2:30][C:31]([CH3:33])([CH3:34])[O:32]5)[cH:17][cH:18][cH:19]2)[cH:12][cH:13]1. Run in hexanes, O1COCC1 ([1,3]-dioxolane). Procedure details: A solution containing 29.0 mg (0.146 mmol) compound (2d) and 3.0 mg (0.016 mmol) benzophenone in 20 mL [1,3]-dioxolane was irradiated at 0° C. for 1.5 hours according to the general procedure. Column chromatography (silica gel 15 g, ethyl acetate in hexanes 40%) gave compound (3d) (37 mg. 93%) as a colorless solid, Rf=0.21, [α]25D 23.8°, c 1.0, CHCl3, IR (neat) 1785, 1740, 1210, 740 cm−1; 1H-NMR (400 MHz, CDCl3) δ: 1.21 (s, 9H), 2.57-2.60 (m, 1H), 2.67-2.75 (m, 2H), 3.91-3.93 (m, 2H), 4.01-4.04 ... Yield: 93.0%. Product: C(C(C)(C)C)(=O)OC[C@@H]1[C@H](CC(O1)=O)C1OCCO1 ((4S,5S)-5-(Pivaloyloxymethyl)-4-[1,3]dioxolan-2-yldihydrofuran-2-one). Starting materials: C(C)(=O)OCC (ethyl acetate), C(Cl)(Cl)Cl (CHCl3), C(C(C)(C)C)(=O)OC[C@@H]1C=CC(O1)=O ((5S)-5-(Pivaloyloxymethyl)-5H-furan-2-one), C(C1=CC=CC=C1)(=O)C1=CC=CC=C1 (benzophenone). RXN SMILES: [C:1]([O:7][CH2:8][C@H:9]1[O:13][C:12](=[O:14])[CH:11]=[CH:10]1)(=[O:6])[C:2]([CH3:5])([CH3:4])[CH3:3].C(C1C=CC=CC=1)(=O)C1C=CC=CC=1.[C:29]([O:32][CH2:33][CH3:34])(=[O:31])C.C(Cl)(Cl)Cl>O1CCOC1>[C:1]([O:7][CH2:8][C@H:9]1[O:13][C:12](=[O:14])[CH2:11][C@@H:10]1[CH:29]1[O:32][CH2:33][CH2:34][O:31]1)(=[O:6])[C:2]([CH3:5])([CH3:4])[CH3:3]. Reactants: NCC1CCC(CC1)(C1=CC=CC=C1)N(C)C ((4-aminomethyl-1-phenylcyclohexyl)dimethylamine), [Cl-].COC1=NC(=NC(=N1)OC)[N+]1(CCOCC1)C (4-(4,6-dimethoxy-1,3,5-triazin-2-yl)-4-methylmorpholinium chloride), N1C=C(C2=CC=CC=C12)CCC(=O)O (3-(1H-indol-3-yl)propionic acid), CN(C1(CCC(CC1)CNC(C(C)C1=CNC2=CC=CC=C12)=O)C1=CC=CC=C1)C (N-(4-dimethylamino-4-phenylcyclohexylmethyl)-2-(1H-indol-3-yl)propionamide), Cl[Si](C)(C)C (chlorotrimethylsilane). The solvent is CC(CC)=O (2-butanone), CO (methanol). Reaction conditions: time 20 hour. The product is Cl.CN(C1(CCC(CC1)CNC(C(C)C1=CNC2=CC=CC=C12)=O)C1=CC=CC=C1)C (N-(4-Dimethylamino-4-phenylcyclohexylmethyl)-2-(1H-indol-3-yl)propionamide hydrochloride). As a reaction SMILES: NCC1CCC(N(C)C)(C2C=CC=CC=2)CC1.[Cl-].COC1N=C(OC)N=C([N+]2(C)CCOCC2)N=1.N1C2C(=CC=CC=2)C(CCC(O)=O)=C1.[CH3:50][N:51]([CH3:79])[C:52]1([C:73]2[CH:78]=[CH:77][CH:76]=[CH:75][CH:74]=2)[CH2:57][CH2:56][CH:55]([CH2:58][NH:59][C:60](=[O:72])[CH:61]([C:63]2[C:71]3[C:66](=[CH:67][CH:68]=[CH:69][CH:70]=3)[NH:65][CH:64]=2)[CH3:62])[CH2:54][CH2:53]1.[Cl:80][Si](C)(C)C>CC(=O)CC.CO>[ClH:80].[CH3:79][N:51]([CH3:50])[C:52]1([C:73]2[CH:78]=[CH:77][CH:76]=[CH:75][CH:74]=2)[CH2:57][CH2:56][CH:55]([CH2:58][NH:59][C:60](=[O:72])[CH:61]([C:63]2[C:71]3[C:66](=[CH:67][CH:68]=[CH:69][CH:70]=3)[NH:65][CH:64]=2)[CH3:62])[CH2:54][CH2:53]1 |f:1.2,8.9|. Procedure details: The non-polar diastereoisomer of (4-aminomethyl-1-phenylcyclohexyl)dimethylamine (232 mg, 1.0 mmol.) and 4-(4,6-dimethoxy-1,3,5-triazin-2-yl)-4-methylmorpholinium chloride (415 mg, 1.5 mmol.) were added to a solution of 3-(1H-indol-3-yl)propionic acid (189 mg, 1.0 mmol.) in abs. methanol, and stirring was carried out for 20 h at RT. For working up, the mixture was concentrated, the residue was taken up in water (10 ml) and ether (10 ml), and the phases were separated. The aqueous phase was adjus... Reactants: C(CC)C1=CC=C(C=C1)S(=O)(=O)Cl (4n-propylbenzenesulphonyl chloride), N1=CC=CC=C1 (pyridine), C(=O)(O)[O-].[Na+] (NaHCO3), NC=1C=C2C=CC(=NC2=CC1)C (6-amino-2-methylquinoline). Solvent: ClCCl (dichloromethane). Conditions: time 5 minute. The product is CC1=NC2=CC=C(C=C2C=C1)NS(=O)(=O)C1=CC=C(C=C1)CCC (N-(2-methyl-quinolin-6-yl)-4-propyl-benzenesulfonamide). Yield: 86.4%. As a reaction SMILES: [CH2:1]([C:4]1[CH:9]=[CH:8][C:7]([S:10](Cl)(=[O:12])=[O:11])=[CH:6][CH:5]=1)[CH2:2][CH3:3].N1C=CC=CC=1.[NH2:20][C:21]1[CH:22]=[C:23]2[C:28](=[CH:29][CH:30]=1)[N:27]=[C:26]([CH3:31])[CH:25]=[CH:24]2.C([O-])(O)=O.[Na+]>ClCCl>[CH3:31][C:26]1[CH:25]=[CH:24][C:23]2[C:28](=[CH:29][CH:30]=[C:21]([NH:20][S:10]([C:7]3[CH:8]=[CH:9][C:4]([CH2:1][CH2:2][CH3:3])=[CH:5][CH:6]=3)(=[O:12])=[O:11])[CH:22]=2)[N:27]=1 |f:3.4|. Reported procedure: To a solution- of 0.4n-propylbenzenesulphonyl chloride (145 mg, 0.664 mmol) in dichloromethane (4 mL) was added pyridine (130 μL, 1.58 mmol) and the mixture was stirred- under N2 for 5 min, after which time 6-amino-2-methylquinoline (100 mg, 0.632 mmol) was added. The resulting mixture was stirred for 1 h at room temperature, then saturated NaHCO3 solution (10 mL) was added and the mixture was extracted into ethyl acetate (20 mL). The organic phase was washed with brine, dried (Na2SO4), filtered... Reported procedure: In a manner similar to that described Method N, 2-(3,4-dimethoxy-phenylamino)-6-oxo-6,7-dihydro-5H-benzo[b]pyrimido[4,5-d]azepine-9-carboxylic acid (I-53) and tert-butyl 4-aminobutylcarbamate were converted to (2-{[2-(3,4-dimethoxy-phenylamino)-6-oxo-6,7-dihydro-5H-benzo[b]pyrimido[4,5-d]azepine-9-carbonyl]-amino}-ethyl)-carbamic acid tert-butyl ester, which was subsequently deprotected (Method K) to give I-73 (25%): HRMS Calcd. for C25H28N6O4: 477.2250, Found 477.2250. Starting materials: COC=1C=C(C=CC1OC)NC=1N=CC2=C(C3=C(NC(C2)=O)C=C(C=C3)C(=O)O)N1 (2-(3,4-dimethoxy-phenylamino)-6-oxo-6,7-dihydro-5H-benzo[b]pyrimido[4,5-d]azepine-9-carboxylic acid), NCCCCNC(OC(C)(C)C)=O (tert-butyl 4-aminobutylcarbamate), C(C)(C)(C)OC(NCCNC(=O)C=1C=CC2=C(NC(CC3=C2N=C(N=C3)NC3=CC(=C(C=C3)OC)OC)=O)C1)=O ((2-{[2-(3,4-dimethoxy-phenylamino)-6-oxo-6,7-dihydro-5H-benzo[b]pyrimido[4,5-d]azepine-9-carbonyl]-amino}-ethyl)-carbamic acid tert-butyl ester). RXN SMILES: [CH3:1][O:2][C:3]1[CH:4]=[C:5]([NH:11][C:12]2[N:13]=[CH:14][C:15]3[CH2:21][C:20](=[O:22])[NH:19][C:18]4[CH:23]=[C:24]([C:27](O)=[O:28])[CH:25]=[CH:26][C:17]=4[C:16]=3[N:30]=2)[CH:6]=[CH:7][C:8]=1[O:9][CH3:10].[NH2:31][CH2:32][CH2:33][CH2:34][CH2:35][NH:36]C(=O)OC(C)(C)C.C(OC(=O)NCCNC(C1C=CC2C3N=C(NC4C=CC(OC)=C(OC)C=4)N=CC=3CC(=O)NC=2C=1)=O)(C)(C)C>>[NH2:31][CH2:32][CH2:33][CH2:34][CH2:35][NH:36][C:27]([C:24]1[CH:25]=[CH:26][C:17]2[C:16]3[N:30]=[C:12]([NH:11][C:5]4[CH:6]=[CH:7][C:8]([O:9][CH3:10])=[C:3]([O:2][CH3:1])[CH:4]=4)[N:13]=[CH:14][C:15]=3[CH2:21][C:20](=[O:22])[NH:19][C:18]=2[CH:23]=1)=[O:28]. Product: NCCCCNC(=O)C=1C=CC2=C(NC(CC3=C2N=C(N=C3)NC3=CC(=C(C=C3)OC)OC)=O)C1 (2-(3,4-Dimethoxy-phenylamino)-6-oxo-6,7-dihydro-5H-benzo[b]pyrimido[4,5-d]azepine-9-carboxylic acid (4-amino-butyl)-amide). Reactants: ClC1=CC=C(C=2SC3=CC=C(C=C3C(C12)=O)OC)[N+](=O)[O-] (1-chloro-7-methoxy-4-nitro-thioxanthone), B(Br)(Br)Br (boron tribromide), B(Br)(Br)Br (boron tribromide), B(Br)(Br)Br (boron tribromide), CO (methanol). Solvent: C(Cl)Cl (methylene chloride), C(Cl)Cl (methylene chloride). Run at time 2 day. Yields the product ClC1=CC=C(C=2SC3=CC=C(C=C3C(C12)=O)O)[N+](=O)[O-] (1-chloro-7-hydroxy-4-nitrothioxanthone), product. Reaction SMILES: [Cl:1][C:2]1[C:15]2[C:14](=[O:16])[C:13]3[C:8](=[CH:9][CH:10]=[C:11]([O:17]C)[CH:12]=3)[S:7][C:6]=2[C:5]([N+:19]([O-:21])=[O:20])=[CH:4][CH:3]=1.B(Br)(Br)Br.CO>C(Cl)Cl>[Cl:1][C:2]1[C:15]2[C:14](=[O:16])[C:13]3[C:8](=[CH:9][CH:10]=[C:11]([OH:17])[CH:12]=3)[S:7][C:6]=2[C:5]([N+:19]([O-:21])=[O:20])=[CH:4][CH:3]=1. Reported procedure: The requisite 1-chloro-7-hydroxy-4-nitrothioxanthone was prepared as follows: To a suspension of 5.0 g of 1-chloro-7-methoxy-4-nitro-thioxanthone in 50 ml of methylene chloride was added 20 ml of boron tribromide in methylene chloride (1M). The mixture was stirred for two days, and an additional 20 ml of boron tribromide was added. The mixture was stirred for three hours at room temperature and heated under reflux for two hours. An additional 20 ml of boron tribromide was added and the mix was h...